This data is from the Open Reaction Database (ORD), a public repository of structured organic reaction records. The task is: describe an organic reaction: reactants, conditions, products, and yield Reactants: ClC1=CC=C(C(=N1)OC)C(C1=CC=CC=C1)O (6-chloro-3-(α-hydroxybenzyl)-2-methoxypyridine). The reagents and catalysts are [O-2].[Mn+4].[O-2] (manganese(IV) oxide). The solvent is O1CCCC1 (tetrahydrofuran). Conditions: time 2 hour. Yields the product ClC1=CC=C(C(=N1)OC)C(C1=CC=CC=C1)=O (6-Chloro-3-benzoyl-2-methoxypyridine). Isolated yield 98.1%. As a reaction SMILES: [Cl:1][C:2]1[N:7]=[C:6]([O:8][CH3:9])[C:5]([CH:10]([OH:17])[C:11]2[CH:16]=[CH:15][CH:14]=[CH:13][CH:12]=2)=[CH:4][CH:3]=1>O1CCCC1.[O-2].[Mn+4].[O-2]>[Cl:1][C:2]1[N:7]=[C:6]([O:8][CH3:9])[C:5]([C:10](=[O:17])[C:11]2[CH:12]=[CH:13][CH:14]=[CH:15][CH:16]=2)=[CH:4][CH:3]=1 |f:2.3.4|. Procedure: 36.0 g of manganese(IV) oxide was added to a solution of 3.7 g of 6-chloro-3-(α-hydroxybenzyl)-2-methoxypyridine in 80 ml of tetrahydrofuran, followed by stirring at room temperature for 2 hours. Insoluble matters were filtered off and then the solvent was evaporated, to give 3.6 g of the title compound. Starting materials: diol, [H-].[Na+] (NaH), C[N+]1(CCOCC1)[O-] (4-methylmorpholine N-oxide), C(C)#N (acetonitrile), N1=C(C=C2COC3=C(CN21)C=CC=C3)CO (4H,10H-pyrazolo[5,1-c][1,4]benzoxazepin-2-ylmethanol). Reagents/catalysts: [Ru](=O)(=O)(=O)[O-].C(CC)[N+](CCC)(CCC)CCC (Tetrapropylammoniumperruthenate). Solvent: CN(C)P(=O)(N(C)C)N(C)C (HMPA), C1(=CC=CC=C1)C (toluene). Conditions: temperature 95 celsius. The product is N1C(=CC2=COC3=C(CN21)C=CC=C3)C=O (10H-pyrazolo[5,1-c][1,4]benzoxazepine-2-carbaldehyde). RXN SMILES: [H-].[Na+].[N:3]1[N:12]2[C:6]([CH2:7][O:8][C:9]3[CH:16]=[CH:15][CH:14]=[CH:13][C:10]=3[CH2:11]2)=[CH:5][C:4]=1[CH2:17][OH:18].C[N+]1([O-])CCOCC1.C(#N)C>CN(P(N(C)C)(N(C)C)=O)C.C1(C)C=CC=CC=1.[Ru]([O-])(=O)(=O)=O.C([N+](CCC)(CCC)CCC)CC>[NH:3]1[N:12]2[C:6](=[CH:7][O:8][C:9]3[CH:16]=[CH:15][CH:14]=[CH:13][C:10]=3[CH2:11]2)[CH:5]=[C:4]1[CH:17]=[O:18] |f:0.1,7.8|. Procedure: The diol compound (3.83 g, 16.21 mmol) in HMPA (24 ml) was added to a suspension of NaH (60%, 1.34 g, 33.5 mmol) in toluene (330 ml) under N2. Rapidly heated to 95° C. for three hours and cooled to room temperature. Quenched with water and extracted with EtOAc. Washed organics with water and brine. Dried organics over sodium sulfate and filtered and concentrated. Purified with silica gel column and 2% MeOH in CH2Cl2. Obtained 4H,10H-pyrazolo[5,1-c][1,4]benzoxazepin-2-ylmethanol (white solid). Yi...